From a dataset of the Open Reaction Database (ORD), a public repository of structured organic reaction records. describe an organic reaction: reactants, conditions, products, and yield RXN SMILES: [C:35](=[O:36])([O-:37])[O-:38].[CH2:45]1[O:46][CH2:47][CH2:48][CH2:49]1.[CH3:41][C:42]([NH2:43])=[O:44].[Cl:1][c:2]1[cH:3][c:4]([F:34])[c:5]([NH:22][C:23](=[O:24])[NH:25][c:26]2[cH:27][c:28]([F:33])[cH:29][c:30]([F:32])[cH:31]2)[cH:6][c:7]1-[c:8]1[c:9](=[O:21])[n:10]([CH2:19][CH3:20])[c:11]2[cH:12][c:13]([Cl:18])[n:14][cH:15][c:16]2[cH:17]1.[Cs+:39].[Cs+:40].[O:50]1[CH2:51][CH2:52][O:53][CH2:54][CH2:55]1.[O:58]=[C:59]([CH:60]=[CH:61][c:62]1[cH:63][cH:64][cH:65][cH:66][cH:67]1)[CH:68]=[CH:69][c:70]1[cH:71][cH:72][cH:73][cH:74][cH:75]1.[O:76]=[C:77]([CH:78]=[CH:79][c:80]1[cH:81][cH:82][cH:83][cH:84][cH:85]1)[CH:86]=[CH:87][c:88]1[cH:89][cH:90][cH:91][cH:92][cH:93]1.[O:94]=[C:95]([CH:96]=[CH:97][c:98]1[cH:99][cH:100][cH:101][cH:102][cH:103]1)[CH:104]=[CH:105][c:106]1[cH:107][cH:108][cH:109][cH:110][cH:111]1.[Pd:56].[Pd:57]>>[Cl:1][c:2]1[cH:3][c:4]([F:34])[c:5]([NH:22][C:23](=[O:24])[NH:25][c:26]2[cH:27][c:28]([F:33])[cH:29][c:30]([F:32])[cH:31]2)[cH:6][c:7]1-[c:8]1[c:9](=[O:21])[n:10]([CH2:19][CH3:20])[c:11]2[cH:12][c:13]([NH:43][C:42]([CH3:41])=[O:44])[n:14][cH:15][c:16]2[cH:17]1. Product: CCn1c(=O)c(-c2cc(NC(=O)Nc3cc(F)cc(F)c3)c(F)cc2Cl)cc2cnc(NC(C)=O)cc21. Starting materials: O=C([O-])[O-], C1CCOC1, CC(N)=O, CCn1c(=O)c(-c2cc(NC(=O)Nc3cc(F)cc(F)c3)c(F)cc2Cl)cc2cnc(Cl)cc21, [Cs+], [Cs+], C1COCCO1, O=C(C=Cc1ccccc1)C=Cc1ccccc1, O=C(C=Cc1ccccc1)C=Cc1ccccc1, O=C(C=Cc1ccccc1)C=Cc1ccccc1, [Pd], [Pd]. Starting materials: C1CCOC1, O=S(Cl)Cl, OCC1c2ccccc2Oc2ccccc21, c1ccncc1. The product is ClCC1c2ccccc2Oc2ccccc21. Reaction SMILES: [CH2:21]1[O:22][CH2:23][CH2:24][CH2:25]1.[S:17]([Cl:18])([Cl:19])=[O:20].[cH:1]1[cH:2][cH:3][cH:4][c:5]2[c:14]1[CH:13]([CH2:15][OH:16])[c:12]1[c:7]([cH:8][cH:9][cH:10][cH:11]1)[O:6]2.[cH:26]1[cH:27][cH:28][n:29][cH:30][cH:31]1>>[cH:1]1[cH:2][cH:3][cH:4][c:5]2[c:14]1[CH:13]([CH2:15][Cl:19])[c:12]1[c:7]([cH:8][cH:9][cH:10][cH:11]1)[O:6]2. Reactants: O1C2C(OC3=C(C21)C=C(C=C3)C(C(F)(F)F)(F)F)(CF)CF (3,4-epoxy-6-pentafluoroethyl-2,2-bisfluoromethyl-3,4-dihydro-2H-1-benzopyran), OC1=NC=CC=C1 (2-hydroxypyridine), N1=CC=CC=C1 (pyridine). Yields the product FC(C(F)(F)F)(C=1C=CC2=C([C@H]([C@@H](C(O2)(CF)CF)O)OC2=NC=CC=C2)C1)F (trans-6-pentafluoroethyl-2,2-bisfluoromethyl-3,4-dihydro-4-(2-pyridyloxy)-2H-1-benzopyran-3-ol). The yield is 20.3%. RXN SMILES: [O:1]1[CH:7]2[CH:2]1[C:3]([CH2:21][F:22])([CH2:19][F:20])[O:4][C:5]1[CH:11]=[CH:10][C:9]([C:12]([F:18])([F:17])[C:13]([F:16])([F:15])[F:14])=[CH:8][C:6]=12.[OH:23][C:24]1[CH:29]=[CH:28][CH:27]=[CH:26][N:25]=1.N1C=CC=CC=1>C(O)C>[F:18][C:12]([F:17])([C:9]1[CH:10]=[CH:11][C:5]2[O:4][C:3]([CH2:19][F:20])([CH2:21][F:22])[C@@H:2]([OH:1])[C@H:7]([O:23][C:24]3[CH:29]=[CH:28][CH:27]=[CH:26][N:25]=3)[C:6]=2[CH:8]=1)[C:13]([F:15])([F:16])[F:14]. Procedure details: A mixture of 0.42 g of 3,4-epoxy-6-pentafluoroethyl-2,2-bisfluoromethyl-3,4-dihydro-2H-1-benzopyran, 0.21 g of 2-hydroxypyridine, 0.11 g of pyridine and 4 ml of ethanol was refluxed for 3 hours and the solvent was distilled off. The resultant residue was purified using silica gel column chromatography (developing solution, MeOH:CH2Cl2 =1:99) to obtain from the first eluted fraction 0.11 g of oily trans-6-pentafluoroethyl-2,2-bisfluoromethyl-3,4-dihydro-4-(2-pyridyloxy)-2H-1-benzopyran-3-ol repre... The solvent is C(C)O (ethanol). Starting materials: FC=1C(=NC(=NC1)OC(C)C)NC1CC(NC(C1)(C)C)(C)C (5-fluoro-2-isopropoxy-N-(2,2,6,6-tetramethylpiperidin-4-yl)pyrimidin-4-amine), ClC1=NC=C(C(=N1)NC1CC(NC(C1)(C)C)(C)C)C#N (2-chloro-5-cyano-N-(2,2,6,6-tetramethylpiperidin-4-yl)pyrimidin-4-amine), C(C)(C)C1=CC(=C(C=C1N1N=NN=C1)N)F (4-isopropyl-2-fluoro-5-(1H-tetrazol-1-yl)benzenamine), O.C1(=CC=C(C=C1)S(=O)(=O)O)C (para-toluenesulfonic acid monohydrate). The solvent is CC(C)O (IPA). Run at temperature 80 celsius. The product is CC1(NC(CC(C1)NC1=NC(=NC=C1C#N)NC1=C(C=C(C(=C1)N1N=NN=C1)C(C)C)F)(C)C)C (4-(2,2,6,6-Tetramethylpiperidin-4-ylamino)-2-(2-Fluoro-4-Isopropyl-5-(1H-Tetrazol-1-yl)Phenylamino)Pyrimidine-5-Carbonitrile). Reaction SMILES: Cl[C:2]1[N:7]=[C:6]([NH:8][CH:9]2[CH2:14][C:13]([CH3:16])([CH3:15])[NH:12][C:11]([CH3:18])([CH3:17])[CH2:10]2)[C:5]([C:19]#[N:20])=[CH:4][N:3]=1.[CH:21]([C:24]1[C:29]([N:30]2[CH:34]=[N:33][N:32]=[N:31]2)=[CH:28][C:27]([NH2:35])=[C:26]([F:36])[CH:25]=1)([CH3:23])[CH3:22].O.C1(C)C=CC(S(O)(=O)=O)=CC=1.FC1C(NC2CC(C)(C)NC(C)(C)C2)=NC(OC(C)C)=NC=1>CC(O)C>[CH3:15][C:13]1([CH3:16])[CH2:14][CH:9]([NH:8][C:6]2[C:5]([C:19]#[N:20])=[CH:4][N:3]=[C:2]([NH:35][C:27]3[CH:28]=[C:29]([N:30]4[CH:34]=[N:33][N:32]=[N:31]4)[C:24]([CH:21]([CH3:22])[CH3:23])=[CH:25][C:26]=3[F:36])[N:7]=2)[CH2:10][C:11]([CH3:18])([CH3:17])[NH:12]1 |f:2.3|. Procedure: A mixture of 2-chloro-5-cyano-N-(2,2,6,6-tetramethylpiperidin-4-yl)pyrimidin-4-amine (0.05 g, 0.17 mmol, 1 equiv), 4-isopropyl-2-fluoro-5-(1H-tetrazol-1-yl)benzenamine (0.045 g, 0.204 mmol, 1.2 equiv), and para-toluenesulfonic acid monohydrate (0.025 g, 0.136 mmol, 0.8 equiv) in IPA (5 mL) were heated to 80° C. overnight. LCMS indicated desired product plus approximately 10% of 5-fluoro-2-isopropoxy-N-(2,2,6,6-tetramethylpiperidin-4-yl)pyrimidin-4-amine byproduct. After cooling to ambient temper... Reactants: C(C=C)N1C(CN=C(C2=C1C=CC(=C2)Cl)C2=C(C=CC=C2)F)=O (1-allyl-7-chloro-5-(2-fluorophenyl)-1,3-dihydro-2H-1,4-benzodiazepin-2-one), ClC1=CC(=CC=C1)C(=O)OO (m-chloroperbenzoic acid). Solvent: C(Cl)(Cl)Cl (chloroform). Reaction conditions: time 16 hour. Product: C(C=C)N1C(C[N+](=C(C2=C1C=CC(=C2)Cl)C2=C(C=CC=C2)F)[O-])=O (1-allyl-7-chloro-5-(2-fluorophenyl)-1,3-dihydro-2H-1,4-benzodiazepin-2-one 4-oxide). Reaction SMILES: [CH2:1]([N:4]1[C:10]2[CH:11]=[CH:12][C:13]([Cl:15])=[CH:14][C:9]=2[C:8]([C:16]2[CH:21]=[CH:20][CH:19]=[CH:18][C:17]=2[F:22])=[N:7][CH2:6][C:5]1=[O:23])[CH:2]=[CH2:3].ClC1C=CC=C(C(OO)=[O:32])C=1>C(Cl)(Cl)Cl>[CH2:1]([N:4]1[C:10]2[CH:11]=[CH:12][C:13]([Cl:15])=[CH:14][C:9]=2[C:8]([C:16]2[CH:21]=[CH:20][CH:19]=[CH:18][C:17]=2[F:22])=[N+:7]([O-:32])[CH2:6][C:5]1=[O:23])[CH:2]=[CH2:3]. Reported procedure: 6.4 g of 1-allyl-7-chloro-5-(2-fluorophenyl)-1,3-dihydro-2H-1,4-benzodiazepin-2-one in 50 ml of chloroform are treated with 7 g of m-chloroperbenzoic acid and stirred for 16 hours at room temperature. Then the chloroform solution is washed with 1 N sodium bisulfite solution, with 2 N sodium hydroxide and with water. The organic phase is dried over calcium chloride, filtered and concentrated. The residue is recrystallized from ethanol and there is obtained 1-allyl-7-chloro-5-(2-fluorophenyl)-1,3-...